Dataset: the Open Reaction Database (ORD), a public repository of structured organic reaction records. Task: describe an organic reaction: reactants, conditions, products, and yield Reactants: BrCCCCC(=O)Cl (5-bromopentanoylchloride), acid chloride, Cl (hydrochloric acid), tris-trimethylsilyloxyethylene, acid chloride, O1CCCC1 (tetrahydrofuran). The reagents and catalysts are stannic tetrachloride. Solvent: [Cl-].[Na+].O (brine). Conditions: temperature 10 celsius. Yields the product BrCCCCC(CO)=O (6-bromo-1-hydroxy-2-hexanone). Reaction SMILES: [Br:1][CH2:2][CH2:3][CH2:4][CH2:5][C:6](Cl)=[O:7].Cl.[O:10]1CCC[CH2:11]1>[Cl-].[Na+].O>[Br:1][CH2:2][CH2:3][CH2:4][CH2:5][C:6](=[O:7])[CH2:11][OH:10] |f:3.4.5|. Procedure details: To 191.4 g. of tris-trimethylsilyloxyethylene (Example 74) containing 15 drops of stannic tetrachloride under argon with stirring at 10° C. is added 87 g. of 5-bromopentanoyl chloride (Example 81) dropwise. After one-half of the acid chloride is added, the mixture is stirred until an exotherm ensues. The remaining acid chloride is added dropwise maintaining the reaction exotherm at 65° C. The mixture is then stirred for 2.5 hours. The mixture is slowly poured into a stirred mixture of 100 ml. of...